From a dataset of the Open Reaction Database (ORD), a public repository of structured organic reaction records. describe an organic reaction: reactants, conditions, products, and yield Reactants: [Br-], CC(=O)O, [K+], O, O=[N+]([O-])O, CC1(C)Oc2ccsc2C(N2CCCC2=O)C1O. The product is CC1(C)Oc2cc([N+](=O)[O-])sc2C(N2CCCC2=O)C1O. Reaction SMILES: [Br-:24].[CH3:26][C:27](=[O:28])[OH:29].[K+:25].[OH2:23].[OH:1][N+:2]([O-:3])=[O:4].[OH:5][CH:6]1[CH:7]([N:17]2[C:18](=[O:22])[CH2:19][CH2:20][CH2:21]2)[c:8]2[c:9]([cH:14][cH:15][s:16]2)[O:10][C:11]1([CH3:12])[CH3:13]>>[O-:1][N+:2](=[O:4])[c:15]1[cH:14][c:9]2[c:8]([s:16]1)[CH:7]([N:17]1[C:18](=[O:22])[CH2:19][CH2:20][CH2:21]1)[CH:6]([OH:5])[C:11]([CH3:12])([CH3:13])[O:10]2. The reactants are CCC(C)N, Cc1csc2c(Cl)nc(Cl)nc12, CN(C)C=O, O. The product is CCC(C)Nc1nc(Cl)nc2c(C)csc12. Reaction SMILES: [CH3:13][CH:14]([CH2:15][CH3:16])[NH2:17].[Cl:1][c:2]1[n:3][c:4]([Cl:12])[c:5]2[c:6]([n:7]1)[c:8]([CH3:11])[cH:9][s:10]2.[O:19]=[CH:20][N:21]([CH3:22])[CH3:23].[OH2:18]>>[Cl:1][c:2]1[n:3][c:4]([NH:17][CH:14]([CH3:13])[CH2:15][CH3:16])[c:5]2[c:6]([n:7]1)[c:8]([CH3:11])[cH:9][s:10]2. Starting materials: COC(=O)c1ccc(C)c(Br)c1, CC(=O)[O-], CC(=O)[O-], CC(=O)[O-], CCCCN(CCCC)CCCC, [Cs+], CN(C)C=O, O, [Pd+2], c1ccc(P(c2ccccc2)c2ccccc2)cc1. Yields the product COC(=O)c1ccc(C)c(C(=O)O)c1. As a reaction SMILES: [Br:1][c:2]1[cH:3][c:4]([C:5](=[O:6])[O:7][CH3:8])[cH:9][cH:10][c:11]1[CH3:12].[C:26]([CH3:27])(=[O:28])[O-:29].[C:50]([O-:51])(=[O:52])[CH3:53].[C:55]([O-:56])(=[O:57])[CH3:58].[CH3:13][CH2:14][CH2:15][CH2:16][N:17]([CH2:18][CH2:19][CH2:20][CH3:21])[CH2:22][CH2:23][CH2:24][CH3:25].[Cs+:30].[O:60]=[CH:61][N:62]([CH3:63])[CH3:64].[OH2:59].[Pd+2:54].[c:31]1([P:32]([c:33]2[cH:34][cH:35][cH:36][cH:37][cH:38]2)[c:39]2[cH:40][cH:41][cH:42][cH:43][cH:44]2)[cH:45][cH:46][cH:47][cH:48][cH:49]1>>[c:2]1([C:26](=[O:28])[OH:29])[cH:3][c:4]([C:5](=[O:6])[O:7][CH3:8])[cH:9][cH:10][c:11]1[CH3:12]. Reactants: C[C@]([C@H]1C[C@@]23CC[C@]1([C@H]4[C@@]25CCN([C@@H]3CC6=C5C(=C(C=C6)O)O4)CC7CC7)OC)(C(C)(C)C)O (Buprenorphine), C(CCCCCCCCCCCCCCCCC)(=O)O (stearic acid). Conditions: time 5 minute. Product: C[C@]([C@H]1C[C@@]23CC[C@]1([C@H]4[C@@]25CCN([C@@H]3CC6=C5C(=C(C=C6)O)O4)CC7CC7)OC)(C(C)(C)C)O.C(CCCCCCCCCCCCCCCCC)(=O)O (Buprenorphine Stearic Acid). RXN SMILES: [CH3:1][C@@:2]([OH:34])([C:30]([CH3:33])([CH3:32])[CH3:31])[C@@H:3]1[C@:8]2([O:28][CH3:29])[C@@H:9]3[O:23][C:18]4=[C:19]([OH:22])[CH:20]=[CH:21][C:16]5=[C:17]4[C@:10]43[CH2:11][CH2:12][N:13]([CH2:24][CH:25]3[CH2:27][CH2:26]3)[C@H:14]([CH2:15]5)[C@@:5]4([CH2:6][CH2:7]2)[CH2:4]1.[C:35]([OH:54])(=[O:53])[CH2:36][CH2:37][CH2:38][CH2:39][CH2:40][CH2:41][CH2:42][CH2:43][CH2:44][CH2:45][CH2:46][CH2:47][CH2:48][CH2:49][CH2:50][CH2:51][CH3:52]>>[CH3:1][C@@:2]([OH:34])([C:30]([CH3:33])([CH3:32])[CH3:31])[C@@H:3]1[C@:8]2([O:28][CH3:29])[C@@H:9]3[O:23][C:18]4=[C:19]([OH:22])[CH:20]=[CH:21][C:16]5=[C:17]4[C@:10]43[CH2:11][CH2:12][N:13]([CH2:24][CH:25]3[CH2:26][CH2:27]3)[C@H:14]([CH2:15]5)[C@@:5]4([CH2:6][CH2:7]2)[CH2:4]1.[C:35]([OH:54])(=[O:53])[CH2:36][CH2:37][CH2:38][CH2:39][CH2:40][CH2:41][CH2:42][CH2:43][CH2:44][CH2:45][CH2:46][CH2:47][CH2:48][CH2:49][CH2:50][CH2:51][CH3:52] |f:2.3|. Procedure details: Equal amounts of Buprenorphine particles (prepared as described in Example 4) above) and stearic acid (prepared as described in Example 3) were blended and ground. The ground material was compressed in a 13-mm round die, with a force of 5,000 pounds for 5 minutes. Compressed tablets were ground and sieved through a 120-mesh screen followed by a 230-mesh screen to obtain particles having a size range between 63-125 microns. Reactants: CC(C)(C)[Si](C)(C)Cl, ClCCl, COc1ncc(C(O)CO)cn1, O, c1c[nH]cn1. Yields the product COc1ncc(C(O)CO[Si](C)(C)C(C)(C)C)cn1. As a reaction SMILES: [C:18]([CH3:19])([CH3:20])([CH3:21])[Si:22]([CH3:23])([CH3:24])[Cl:25].[CH2:27]([Cl:28])[Cl:29].[CH3:1][O:2][c:3]1[n:4][cH:5][c:6]([CH:9]([CH2:10][OH:11])[OH:12])[cH:7][n:8]1.[OH2:26].[nH:13]1[cH:14][cH:15][n:16][cH:17]1>>[CH3:1][O:2][c:3]1[n:4][cH:5][c:6]([CH:9]([CH2:10][O:11][Si:22]([C:18]([CH3:19])([CH3:20])[CH3:21])([CH3:23])[CH3:24])[OH:12])[cH:7][n:8]1.